describe an organic reaction: reactants, conditions, products, and yield From a dataset of the Open Reaction Database (ORD), a public repository of structured organic reaction records. Reactants: CO, CC(=O)O, [Fe], COC(=O)c1ccc(-c2ccccc2)cc1[N+](=O)[O-]. Yields the product COC(=O)c1ccc(-c2ccccc2)cc1N. As a reaction SMILES: [CH3:1][OH:2].[CH3:23][C:24](=[O:25])[OH:26].[Fe:22].[N+:3]([O-:4])(=[O:5])[c:6]1[c:7]([C:8](=[O:9])[O:10][CH3:11])[cH:12][cH:13][c:14](-[c:16]2[cH:17][cH:18][cH:19][cH:20][cH:21]2)[cH:15]1>>[NH2:3][c:6]1[c:7]([C:8](=[O:9])[O:10][CH3:11])[cH:12][cH:13][c:14](-[c:16]2[cH:17][cH:18][cH:19][cH:20][cH:21]2)[cH:15]1. The reactants are CC(C)O, CCS(=O)(=O)c1ncc(C(=O)c2ccccc2OC)c(N)n1, CCOC(=O)N1CCC(N)CC1. Yields the product CCOC(=O)N1CCC(Nc2ncc(C(=O)c3ccccc3OC)c(N)n2)CC1. RXN SMILES: [CH:35]([OH:36])([CH3:37])[CH3:38].[NH2:1][c:2]1[n:3][c:4]([S:18]([CH2:19][CH3:20])(=[O:21])=[O:22])[n:5][cH:6][c:7]1[C:8](=[O:9])[c:10]1[c:11]([O:16][CH3:17])[cH:12][cH:13][cH:14][cH:15]1.[NH2:23][CH:24]1[CH2:25][CH2:26][N:27]([C:30](=[O:31])[O:32][CH2:33][CH3:34])[CH2:28][CH2:29]1>>[NH2:1][c:2]1[n:3][c:4]([NH:23][CH:24]2[CH2:25][CH2:26][N:27]([C:30](=[O:31])[O:32][CH2:33][CH3:34])[CH2:28][CH2:29]2)[n:5][cH:6][c:7]1[C:8](=[O:9])[c:10]1[c:11]([O:16][CH3:17])[cH:12][cH:13][cH:14][cH:15]1.